Dataset: the Open Reaction Database (ORD), a public repository of structured organic reaction records. Task: describe an organic reaction: reactants, conditions, products, and yield Starting materials: OC(C)C=1C=C(C=CC1)NC(NCC(=O)N(C1=CC=CC=C1)CC(N1CCCC2=CC=CC=C12)=O)=O ((RS)-2-{3-[3-(1-hydroxyethyl)phenyl]ureido}-N-[2-oxo-2-(1,2,3,4-tetrahydro-1-quinolyl)ethyl]-N-phenylacetamide). Reagents/catalysts: [O-2].[O-2].[Mn+4] (manganese dioxide). The solvent is C(Cl)Cl (methylene chloride). Product: C(C)(=O)C=1C=C(C=CC1)NC(NCC(=O)N(C1=CC=CC=C1)CC(N1CCCC2=CC=CC=C12)=O)=O (2-[3-(3-acetylphenyl)ureido]-N-[2-oxo-2-(1,2,3,4-tetrahydro-1-quinolyl)ethyl]-N-phenylacetamide). Yield: 37.7%. As a reaction SMILES: [OH:1][CH:2]([C:4]1[CH:5]=[C:6]([NH:10][C:11](=[O:36])[NH:12][CH2:13][C:14]([N:16]([CH2:23][C:24](=[O:35])[N:25]2[C:34]3[C:29](=[CH:30][CH:31]=[CH:32][CH:33]=3)[CH2:28][CH2:27][CH2:26]2)[C:17]2[CH:22]=[CH:21][CH:20]=[CH:19][CH:18]=2)=[O:15])[CH:7]=[CH:8][CH:9]=1)[CH3:3]>C(Cl)Cl.[O-2].[O-2].[Mn+4]>[C:2]([C:4]1[CH:5]=[C:6]([NH:10][C:11](=[O:36])[NH:12][CH2:13][C:14]([N:16]([CH2:23][C:24](=[O:35])[N:25]2[C:34]3[C:29](=[CH:30][CH:31]=[CH:32][CH:33]=3)[CH2:28][CH2:27][CH2:26]2)[C:17]2[CH:22]=[CH:21][CH:20]=[CH:19][CH:18]=2)=[O:15])[CH:7]=[CH:8][CH:9]=1)(=[O:1])[CH3:3] |f:2.3.4|. Reported procedure: 2.3 g of manganese dioxide are added in 2 portions at a 20-hour interval to a solution of 0.8 g of (RS)-2-{3-[3-(1-hydroxyethyl)phenyl]ureido}-N-[2-oxo-2-(1,2,3,4-tetrahydro-1-quinolyl)ethyl]-N-phenylacetamide in 50 cm3 of methylene chloride. The mixture is stirred at a temperature close to 25° C for 70 hours. The insoluble product is separated off by filtration and the filtrate is concentrated to dryness under reduced pressure (2.7 kPa) at 40° C. After recrystallization from diisopropyl ether, ... Starting materials: COC1(c2ccc(C(F)(F)F)cc2CBr)CCCCC1, CC(C)(C)[O-], Cn1nnc(NCc2cc(C(F)(F)F)cc(C(F)(F)F)c2)n1, [K+], C1CCOC1. Product: COC1(c2ccc(C(F)(F)F)cc2CN(Cc2cc(C(F)(F)F)cc(C(F)(F)F)c2)c2nnn(C)n2)CCCCC1. As a reaction SMILES: [Br:29][CH2:30][c:31]1[c:32]([C:41]2([O:47][CH3:48])[CH2:42][CH2:43][CH2:44][CH2:45][CH2:46]2)[cH:33][cH:34][c:35]([C:37]([F:38])([F:39])[F:40])[cH:36]1.[CH3:23][C:24]([CH3:25])([O-:26])[CH3:27].[F:1][C:2]([c:3]1[cH:4][c:5]([CH2:6][NH:7][c:8]2[n:9][n:10][n:11]([CH3:13])[n:12]2)[cH:14][c:15]([C:17]([F:18])([F:19])[F:20])[cH:16]1)([F:21])[F:22].[K+:28].[O:49]1[CH2:50][CH2:51][CH2:52][CH2:53]1>>[F:1][C:2]([c:3]1[cH:4][c:5]([CH2:6][N:7]([c:8]2[n:9][n:10][n:11]([CH3:13])[n:12]2)[CH2:30][c:31]2[c:32]([C:41]3([O:47][CH3:48])[CH2:42][CH2:43][CH2:44][CH2:45][CH2:46]3)[cH:33][cH:34][c:35]([C:37]([F:38])([F:39])[F:40])[cH:36]2)[cH:14][c:15]([C:17]([F:18])([F:19])[F:20])[cH:16]1)([F:21])[F:22]. Reactants: COc1cc2c(C)c[nH]c2cc1C(F)(F)F, [H-], CI, [Na+], CN(C)C=O. Yields the product COc1cc2c(C)cn(C)c2cc1C(F)(F)F. As a reaction SMILES: [CH3:1][O:2][c:3]1[cH:4][c:5]2[c:6]([CH3:16])[cH:7][nH:8][c:9]2[cH:10][c:11]1[C:12]([F:13])([F:14])[F:15].[H-:17].[I:19][CH3:20].[Na+:18].[O:21]=[CH:22][N:23]([CH3:24])[CH3:25]>>[CH3:1][O:2][c:3]1[cH:4][c:5]2[c:6]([CH3:16])[cH:7][n:8]([CH3:20])[c:9]2[cH:10][c:11]1[C:12]([F:13])([F:14])[F:15]. The reactants are C(C)N1C2=C(CCCC1=O)C=CC(=C2)[N+](=O)[O-] (1-ethyl-8-nitro-1,3,4,5-tetrahydro-benzo[b]azepin-2-one), O.NN (hydrazine-monohydrate). The reagents and catalysts are [Pd] (Pd/C). The solvent is CCO (EtOH). The product is NC=1C=CC2=C(N(C(CCC2)=O)CC)C1 (8-amino-1-ethyl-1,3,4,5-tetrahydro-benzo[b]azepin-2-one). Yield: 101.0%. RXN SMILES: [CH2:1]([N:3]1[C:9](=[O:10])[CH2:8][CH2:7][CH2:6][C:5]2[CH:11]=[CH:12][C:13]([N+:15]([O-])=O)=[CH:14][C:4]1=2)[CH3:2].O.NN>CCO.[Pd]>[NH2:15][C:13]1[CH:12]=[CH:11][C:5]2[CH2:6][CH2:7][CH2:8][C:9](=[O:10])[N:3]([CH2:1][CH3:2])[C:4]=2[CH:14]=1 |f:1.2|. Procedure: To a solution of 1-ethyl-8-nitro-1,3,4,5-tetrahydro-benzo[b]azepin-2-one (920 mg, 3.9 mmol, WO2002100327A2) in EtOH (13 mL) was sequentially added 10% Pd/C (155 mg) and hydrazine-monohydrate (3 mL). The solution was warmed to reflux for 2.5 h, cooled, filtered through celite, and repeatedly evaporated from toluene to remove residual hydrazine to afford 8-amino-1-ethyl-1,3,4,5-tetrahydro-benzo[b]azepin-2-one (805 mg, 100%) that had the following properties: LC/MS (ESI+): 205 (M+H); 1H-NMR (CDCl3,...